From a dataset of the Open Reaction Database (ORD), a public repository of structured organic reaction records. describe an organic reaction: reactants, conditions, products, and yield The reactants are NCC(C)O ((RS)-1-amino-2-propanol), O=CCC1C(C2=C(C=CC=C2C1)OC)=O ((RS)-2-(2-oxoethyl)-7-methoxy-1-indanone), C1(=CC=C(C=C1)S(=O)(=O)O)C (p-toluenesulfonic acid), O (water). The solvent is C1(=CC=CC=C1)C (toluene), C1(=CC=CC=C1)C (toluene). Reaction conditions: time 35 minute. Yields the product COC=1C=CC=C2CC3=C(N(C=C3)CC(C)O)C12 ((RS)-1-(8-methoxy-1,4-dihydro-indeno[1,2-b]pyrrol-1-yl)-propan-2-ol). The yield is 45.3%. RXN SMILES: O=[CH:2][CH2:3][CH:4]1[CH2:12][C:11]2[C:6](=[C:7]([O:13][CH3:14])[CH:8]=[CH:9][CH:10]=2)[C:5]1=O.C1(C)C=CC(S(O)(=O)=O)=CC=1.O.[NH2:28][CH2:29][CH:30]([OH:32])[CH3:31]>C1(C)C=CC=CC=1>[CH3:14][O:13][C:7]1[CH:8]=[CH:9][CH:10]=[C:11]2[C:6]=1[C:5]1[N:28]([CH2:29][CH:30]([OH:32])[CH3:31])[CH:2]=[CH:3][C:4]=1[CH2:12]2. Reported procedure: A solution of 2.04 g of (RS)-2-(2-oxoethyl)-7-methoxy-1-indanone and 80 mg of p-toluenesulfonic acid in 90 ml of anhydrous toluene was heated on a water separator. A solution of 3.0 g of (RS)-1-amino-2-propanol in 20 ml of anhydrous toluene was added dropwise to the boiling solution over a period of 5 minutes. Subsequently, the mixture was boiled for an additional 35 minutes, during which the solvent was reduced to a volume of 25 ml. The cooled reaction mixture was purified by column chromatogra... Reactants: [ 2001 ], BrC1=C(C(=C(C(=C1O)Br)Br)C(C)(C)C1=CC=C(C=C1)O)Br (tetrabromobisphenol-A), OC1=CC=C(C=C1)C(C)(C)C1=CC=C(C=C1)O (bisphenol-A), [Br-] (bromide), bromate salts, Cl (hydrochloric acid), OC1=CC=C(C=C1)C(C)(C)C1=CC=C(C=C1)O (bisphenol-A), [Br-].[Na+] (sodium bromide), Br(=O)(=O)[O-].[Na+] (sodium bromate). Reagents/catalysts: S(=O)(=O)(OCCCCCCCCCCCC)[O-].[Na+] (sodium lauryl sulfate). The solvent is C(Cl)Cl (methylene chloride), O (water). Conditions: temperature 10 celsius. Product: CC(C)(C1=CC(=C(C(=C1)Br)O)Br)C2=CC(=C(C(=C2)Br)O)Br (TBBPA). RXN SMILES: [Br:1][C:2]1[C:7]([OH:8])=[C:6]([Br:9])[C:5](Br)=[C:4]([C:11]([C:14]2[CH:19]=[CH:18][C:17]([OH:20])=[CH:16][CH:15]=2)([CH3:13])[CH3:12])[C:3]=1Br.OC1C=CC(C(C2C=CC(O)=CC=2)(C)C)=CC=1.[Br-:39].[Br-:40].[Na+].Br([O-])(=O)=O.[Na+].Cl>C(Cl)Cl.O.S([O-])(OCCCCCCCCCCCC)(=O)=O.[Na+]>[CH3:13][C:11]([C:14]1[CH:15]=[C:16]([Br:39])[C:17]([OH:20])=[C:18]([Br:40])[CH:19]=1)([C:4]1[CH:5]=[C:6]([Br:9])[C:7]([OH:8])=[C:2]([Br:1])[CH:3]=1)[CH3:12] |f:3.4,5.6,10.11|. Procedure: Ramachandraiah, P. K. Ghosh, A. S. Mehta, R. P. Pandya, A. D. Jethva, S. S. Vaghela, S. N. Misra (pending U.S. pat. appln. Ser. No. 09/767,667 [2001]) have prepared tetrabromobisphenol-A from bisphenol-A using 2:1 molar ratio of bromide and bromate salts as brominating agent. To 0.50 kg (2.19 moles) of bisphenol-A in 1.50 liters of methylene chloride, a solution of 0.63 kg (6.14 moles) of sodium bromide, 0.44 kg (2.93 moles) of sodium bromate and 1 g of sodium lauryl sulfate in 2.5 liters of wat... As a reaction SMILES: [CH3:18][OH:19].[CH3:1][N:2]1[CH2:3][CH2:4][N:5]([CH2:8][c:9]2[cH:10][c:11]([N+:15]([O-:16])=[O:17])[cH:12][cH:13][cH:14]2)[CH2:6][CH2:7]1>>[CH3:1][N:2]1[CH2:3][CH2:4][N:5]([CH2:8][c:9]2[cH:10][c:11]([NH2:15])[cH:12][cH:13][cH:14]2)[CH2:6][CH2:7]1. Starting materials: CO, CN1CCN(Cc2cccc([N+](=O)[O-])c2)CC1. Product: CN1CCN(Cc2cccc(N)c2)CC1.